From a dataset of the Open Reaction Database (ORD), a public repository of structured organic reaction records. describe an organic reaction: reactants, conditions, products, and yield As a reaction SMILES: [CH2:1]([c:2]1[cH:3][cH:4][cH:5][cH:6][cH:7]1)[C:8]1([N:34]([CH3:35])[CH3:36])[CH2:9][CH2:10][C:11]([OH:14])([CH2:15][CH2:16][CH2:17][c:18]2[c:19]([Si:27]([CH2:28][CH3:29])([CH2:30][CH3:31])[CH2:32][CH3:33])[nH:20][c:21]3[cH:22][cH:23][cH:24][cH:25][c:26]23)[CH2:12][CH2:13]1.[CH2:41]([N+:42]([CH2:43][CH2:44][CH2:45][CH3:46])([CH2:47][CH2:48][CH2:49][CH3:50])[CH2:51][CH2:52][CH2:53][CH3:54])[CH2:55][CH2:56][CH3:57].[F-:40].[O:58]1[CH2:59][CH2:60][CH2:61][CH2:62]1.[OH2:37].[OH2:38].[OH2:39]>>[CH2:1]([c:2]1[cH:3][cH:4][cH:5][cH:6][cH:7]1)[C:8]1([N:34]([CH3:35])[CH3:36])[CH2:9][CH2:10][C:11]([OH:14])([CH2:15][CH2:16][CH2:17][c:18]2[cH:19][nH:20][c:21]3[cH:22][cH:23][cH:24][cH:25][c:26]23)[CH2:12][CH2:13]1. The reactants are CC[Si](CC)(CC)c1[nH]c2ccccc2c1CCCC1(O)CCC(Cc2ccccc2)(N(C)C)CC1, CCCC[N+](CCCC)(CCCC)CCCC, [F-], C1CCOC1, O, O, O. Product: CN(C)C1(Cc2ccccc2)CCC(O)(CCCc2c[nH]c3ccccc23)CC1. The reactants are CC(C)(O)C1CCN(Cc2ccc3nc(Cl)nc(N4CCOCC4)c3n2)CC1, [H-], [Na+], CN(C)C=O, c1ccc2[nH]ccc2c1. The product is CC(C)(O)C1CCN(Cc2ccc3nc(-n4ccc5ccccc54)nc(N4CCOCC4)c3n2)CC1. As a reaction SMILES: [Cl:12][c:13]1[n:14][c:15]([N:34]2[CH2:35][CH2:36][O:37][CH2:38][CH2:39]2)[c:16]2[c:17]([n:18]1)[cH:19][cH:20][c:21]([CH2:23][N:24]1[CH2:25][CH2:26][CH:27]([C:30]([CH3:31])([CH3:32])[OH:33])[CH2:28][CH2:29]1)[n:22]2.[H-:1].[Na+:2].[O:40]=[CH:41][N:42]([CH3:43])[CH3:44].[nH:3]1[cH:4][cH:5][c:6]2[cH:7][cH:8][cH:9][cH:10][c:11]12>>[n:3]1(-[c:13]2[n:14][c:15]([N:34]3[CH2:35][CH2:36][O:37][CH2:38][CH2:39]3)[c:16]3[c:17]([n:18]2)[cH:19][cH:20][c:21]([CH2:23][N:24]2[CH2:25][CH2:26][CH:27]([C:30]([CH3:31])([CH3:32])[OH:33])[CH2:28][CH2:29]2)[n:22]3)[cH:4][cH:5][c:6]2[cH:7][cH:8][cH:9][cH:10][c:11]12. Yield: 65.3%. Reported procedure: A mixture of 1-(2-aminoethyl)-4-diphenylmethylpiperazine (10.0 g, 33.9 mmol), 1,8-diazabicyclo[5,4,0]-7-undecene (10.9 g, 71.7 mmol) and N,N-dimethylformamide (90.0 ml, 1.16 mol) was chilled to -30° C. To the mixture was added over 30 minutes a solution of (2S, 4S)-6-fluoro-2',5'-dioxospiro[chroman-4,4'-imidazolidine]-2-carbonyl chloride (Reference Example 1, 10.0 g, 33.5 mmol) in N,N-dimethylformamide (90.0 ml, 1.16 mol) and the mixture was stirred for 15 hours at temperature of 15°-25° C. Afte... Conditions: temperature -30 celsius, time 15 hour. Reaction SMILES: [NH2:1][CH2:2][CH2:3][N:4]1[CH2:9][CH2:8][N:7]([CH:10]([C:17]2[CH:22]=[CH:21][CH:20]=[CH:19][CH:18]=2)[C:11]2[CH:16]=[CH:15][CH:14]=[CH:13][CH:12]=2)[CH2:6][CH2:5]1.C1CCN2C(=NCCC2)CC1.CN(C)C=O.[F:39][C:40]1[CH:41]=[C:42]2[C@:49]3([C:53](=[O:54])[NH:52][C:51](=[O:55])[NH:50]3)[CH2:48][C@@H:47]([C:56](Cl)=[O:57])[O:46][C:43]2=[CH:44][CH:45]=1>>[C:11]1([CH:10]([C:17]2[CH:22]=[CH:21][CH:20]=[CH:19][CH:18]=2)[N:7]2[CH2:6][CH2:5][N:4]([CH2:3][CH2:2][NH:1][C:56]([C@@H:47]3[CH2:48][C@@:49]4([C:53](=[O:54])[NH:52][C:51](=[O:55])[NH:50]4)[C:42]4[C:43](=[CH:44][CH:45]=[C:40]([F:39])[CH:41]=4)[O:46]3)=[O:57])[CH2:9][CH2:8]2)[CH:16]=[CH:15][CH:14]=[CH:13][CH:12]=1. Product: C1(=CC=CC=C1)C(N1CCN(CC1)CCNC(=O)[C@H]1OC2=CC=C(C=C2[C@@]2(NC(NC2=O)=O)C1)F)C1=CC=CC=C1 ((2S,4S)-N-{2-[4-(Diphenylmethyl)piperazin-1-yl]ethyl}-6-fluoro-2',5'-dioxospiro[chroman-4,4'-imidazolidine]-2-carboxamide). Reactants: NCCN1CCN(CC1)C(C1=CC=CC=C1)C1=CC=CC=C1 (1-(2-aminoethyl)-4-diphenylmethylpiperazine), C1CCC2=NCCCN2CC1 (1,8-diazabicyclo[5,4,0]-7-undecene), CN(C=O)C (N,N-dimethylformamide), FC=1C=C2C(=CC1)O[C@@H](C[C@]21NC(NC1=O)=O)C(=O)Cl ((2S, 4S)-6-fluoro-2',5'-dioxospiro[chroman-4,4'-imidazolidine]-2-carbonyl chloride), CN(C=O)C (N,N-dimethylformamide). Starting materials: COC(=O)c1ccc2c(C3CCCCC3)c(Br)n(CC(=O)OC(C)(C)C)c2c1, O=C([O-])[O-], C1COCCO1, O=Cc1ccccc1B(O)O, [Na+], [Na+], Cl[Pd]Cl, c1ccc(P(c2ccccc2)c2ccccc2)cc1, c1ccc(P(c2ccccc2)c2ccccc2)cc1. Yields the product COC(=O)c1ccc2c(C3CCCCC3)c(-c3ccccc3C=O)n(CC(=O)OC(C)(C)C)c2c1. Reaction SMILES: [Br:1][c:2]1[n:3]([CH2:21][C:22](=[O:23])[O:24][C:25]([CH3:26])([CH3:27])[CH3:28])[c:4]2[cH:5][c:6]([C:17](=[O:18])[O:19][CH3:20])[cH:7][cH:8][c:9]2[c:10]1[CH:11]1[CH2:12][CH2:13][CH2:14][CH2:15][CH2:16]1.[C:29](=[O:30])([O-:31])[O-:32].[CH2:46]1[O:47][CH2:48][CH2:49][O:50][CH2:51]1.[CH:35](=[O:36])[c:37]1[c:38]([B:43]([OH:44])[OH:45])[cH:39][cH:40][cH:41][cH:42]1.[Na+:33].[Na+:34].[Pd:52]([Cl:53])[Cl:54].[c:55]1([P:56]([c:57]2[cH:58][cH:59][cH:60][cH:61][cH:62]2)[c:63]2[cH:64][cH:65][cH:66][cH:67][cH:68]2)[cH:69][cH:70][cH:71][cH:72][cH:73]1.[c:74]1([P:75]([c:76]2[cH:77][cH:78][cH:79][cH:80][cH:81]2)[c:82]2[cH:83][cH:84][cH:85][cH:86][cH:87]2)[cH:88][cH:89][cH:90][cH:91][cH:92]1>>[c:2]1(-[c:38]2[c:37]([CH:35]=[O:36])[cH:42][cH:41][cH:40][cH:39]2)[n:3]([CH2:21][C:22](=[O:23])[O:24][C:25]([CH3:26])([CH3:27])[CH3:28])[c:4]2[cH:5][c:6]([C:17](=[O:18])[O:19][CH3:20])[cH:7][cH:8][c:9]2[c:10]1[CH:11]1[CH2:12][CH2:13][CH2:14][CH2:15][CH2:16]1.